Dataset: the Open Reaction Database (ORD), a public repository of structured organic reaction records. Task: describe an organic reaction: reactants, conditions, products, and yield Starting materials: ClC1=NC=CC(=N1)C1=C(N=C(S1)C1CCN(CC1)C(=O)OC(C)(C)C)C1=C(C(=CC=C1)NC(=O)OCC=C)F (1,1-dimethylethyl 4-[5-(2-chloro-4-pyrimidinyl)-4-(2-fluoro-3-{[(2-propen-1-yloxy)carbonyl]amino}phenyl)-1,3-thiazol-2-yl]-1-piperidinecarboxylate), C(CCC)[SnH](CCCC)CCCC (tributylstannane), O (water). Reagents/catalysts: C=1C=CC(=CC1)[P](C=2C=CC=CC2)(C=3C=CC=CC3)[Pd]([P](C=4C=CC=CC4)(C=5C=CC=CC5)C=6C=CC=CC6)([P](C=7C=CC=CC7)(C=8C=CC=CC8)C=9C=CC=CC9)[P](C=1C=CC=CC1)(C=1C=CC=CC1)C=1C=CC=CC1 (tetrakis). The solvent is ClCCl (dichloromethane). Run at time 1 hour. The product is NC=1C(=C(C=CC1)C=1N=C(SC1C1=NC(=NC=C1)Cl)C1CCN(CC1)C(=O)OC(C)(C)C)F (1,1-dimethylethyl 4-[4-(3-amino-2-fluorophenyl)-5-(2-chloro-4-pyrimidinyl)-1,3-thiazol-2-yl]-1-piperidinecarboxylate). Yield: 94.6%. As a reaction SMILES: [Cl:1][C:2]1[N:7]=[C:6]([C:8]2[S:12][C:11]([CH:13]3[CH2:18][CH2:17][N:16]([C:19]([O:21][C:22]([CH3:25])([CH3:24])[CH3:23])=[O:20])[CH2:15][CH2:14]3)=[N:10][C:9]=2[C:26]2[CH:31]=[CH:30][CH:29]=[C:28]([NH:32]C(OCC=C)=O)[C:27]=2[F:39])[CH:5]=[CH:4][N:3]=1.C([SnH](CCCC)CCCC)CCC.O>C1C=CC([P]([Pd]([P](C2C=CC=CC=2)(C2C=CC=CC=2)C2C=CC=CC=2)([P](C2C=CC=CC=2)(C2C=CC=CC=2)C2C=CC=CC=2)[P](C2C=CC=CC=2)(C2C=CC=CC=2)C2C=CC=CC=2)(C2C=CC=CC=2)C2C=CC=CC=2)=CC=1.ClCCl>[NH2:32][C:28]1[C:27]([F:39])=[C:26]([C:9]2[N:10]=[C:11]([CH:13]3[CH2:18][CH2:17][N:16]([C:19]([O:21][C:22]([CH3:24])([CH3:23])[CH3:25])=[O:20])[CH2:15][CH2:14]3)[S:12][C:8]=2[C:6]2[CH:5]=[CH:4][N:3]=[C:2]([Cl:1])[N:7]=2)[CH:31]=[CH:30][CH:29]=1 |^1:57,59,78,97|. Procedure details: 1,1-dimethylethyl 4-[5-(2-chloro-4-pyrimidinyl)-4-(2-fluoro-3-{[(2-propen-1-yloxy)carbonyl]amino}phenyl)-1,3-thiazol-2-yl]-1-piperidinecarboxylate (855 mg, 1.489 mmol) was dissolved into dichloromethane (DCM) (8 mL). To this solution were added tributylstannane (433 mg, 1.489 mmol), tetrakis (86 mg, 0.074 mmol) and water (0.083 mL, 4.62 mmol), and the reaction mixture was stirred for 1 h and concentrated. The residue was purified using column chromatography (0 to 100% EtOAc/hexane) to give 690 m... The reactants are Cl (Hydrogen chloride), ClC1=CC=C(C=C1)C(CCN(C)C)NC(OC(C)(C)C)=O (tert-butyl 1-(4-chlorophenyl)-3-(dimethylamino)propylcarbamate), ClC1=CC=C(C=C1)C(CCN(C)C)NC(OC(C)(C)C)=O (tert-butyl 1-(4-chlorophenyl)-3-(dimethylamino)propylcarbamate). The solvent is C(Cl)Cl (DCM), CO (methanol). Run at temperature 22 celsius, time 4 hour. Product: ClC1=CC=C(C=C1)C(CCN(C)C)N (1-(4-chlorophenyl)-N3,N3-dimethylpropane-1,3-diamine). Isolated yield 94.0%. As a reaction SMILES: Cl.[Cl:2][C:3]1[CH:8]=[CH:7][C:6]([CH:9]([NH:15]C(=O)OC(C)(C)C)[CH2:10][CH2:11][N:12]([CH3:14])[CH3:13])=[CH:5][CH:4]=1>C(Cl)Cl.CO>[Cl:2][C:3]1[CH:4]=[CH:5][C:6]([CH:9]([NH2:15])[CH2:10][CH2:11][N:12]([CH3:14])[CH3:13])=[CH:7][CH:8]=1. Procedure: Hydrogen chloride (4M in dioxane, 1.132 mL, 32.61 mmol) was added to tert-butyl 1-(4-chlorophenyl)-3-(dimethylamino)propylcarbamate (Intermediate 32) (0.051 g, 0.16 mmol) in a mixture of DCM (5 mL) and methanol (2 mL) at 22° C. The resulting solution was stirred at 22° C. for 4 hours. The mixture was concentrated and the residue was purified by ion exchange chromatography, using an SCX column. The desired product was eluted from the column using 2M NH3/MeOH and pure fractions were evaporated to ... Reactants: CCc1ccc(Cc2cc3c(cc2Cl)C(O)CC32OC(COCc3ccccc3)C(OCc3ccccc3)C(OCc3ccccc3)C2OCc2ccccc2)cc1, C1CCOC1, CI, [H-], [Na+]. Yields the product CCc1ccc(Cc2cc3c(cc2Cl)C(OC)CC32OC(COCc3ccccc3)C(OCc3ccccc3)C(OCc3ccccc3)C2OCc2ccccc2)cc1. RXN SMILES: [CH2:1]([c:2]1[cH:3][cH:4][cH:5][cH:6][cH:7]1)[O:8][CH:9]1[CH:10]([O:51][CH2:52][c:53]2[cH:54][cH:55][cH:56][cH:57][cH:58]2)[CH:11]([O:43][CH2:44][c:45]2[cH:46][cH:47][cH:48][cH:49][cH:50]2)[CH:12]([CH2:34][O:35][CH2:36][c:37]2[cH:38][cH:39][cH:40][cH:41][cH:42]2)[O:13][C:14]12[CH2:15][CH:16]([OH:33])[c:17]1[cH:18][c:19]([Cl:32])[c:20]([CH2:23][c:24]3[cH:25][cH:26][c:27]([CH2:30][CH3:31])[cH:28][cH:29]3)[cH:21][c:22]12.[CH2:63]1[O:64][CH2:65][CH2:66][CH2:67]1.[CH3:61][I:62].[H-:60].[Na+:59]>>[CH2:1]([c:2]1[cH:3][cH:4][cH:5][cH:6][cH:7]1)[O:8][CH:9]1[CH:10]([O:51][CH2:52][c:53]2[cH:54][cH:55][cH:56][cH:57][cH:58]2)[CH:11]([O:43][CH2:44][c:45]2[cH:46][cH:47][cH:48][cH:49][cH:50]2)[CH:12]([CH2:34][O:35][CH2:36][c:37]2[cH:38][cH:39][cH:40][cH:41][cH:42]2)[O:13][C:14]12[CH2:15][CH:16]([O:33][CH3:61])[c:17]1[cH:18][c:19]([Cl:32])[c:20]([CH2:23][c:24]3[cH:25][cH:26][c:27]([CH2:30][CH3:31])[cH:28][cH:29]3)[cH:21][c:22]12. Reactants: BrC=1C=CC=C2C(CC3(CCNCC3)C12)CC(=O)OCC ((±)-ethyl 2-(7-bromo-2,3-dihydrospiro[indene-1,4′-piperidine]-3-yl)acetate), C12(CC3CC(CC(C1)C3)C2)N=C=O (1-adamantyl isocyanate). Yields the product BrC=1C=CC=C2C(CC3(CCN(CC3)C(NC34CC5CC(CC(C3)C5)C4)=O)C12)CC(=O)OCC ((±)-Ethyl 2-(7-bromo-1′-((1-adamantyl)carbamoyl)-2,3-dihydrospiro[indene-1,4′-piperidine]-3-yl)acetate). Reaction SMILES: [Br:1][C:2]1[CH:3]=[CH:4][CH:5]=[C:6]2[C:15]=1[C:9]1([CH2:14][CH2:13][NH:12][CH2:11][CH2:10]1)[CH2:8][CH:7]2[CH2:16][C:17]([O:19][CH2:20][CH3:21])=[O:18].[C:22]12([N:32]=[C:33]=[O:34])[CH2:31][CH:26]3[CH2:27][CH:28]([CH2:30][CH:24]([CH2:25]3)[CH2:23]1)[CH2:29]2>>[Br:1][C:2]1[CH:3]=[CH:4][CH:5]=[C:6]2[C:15]=1[C:9]1([CH2:10][CH2:11][N:12]([C:33](=[O:34])[NH:32][C:22]34[CH2:23][CH:24]5[CH2:30][CH:28]([CH2:27][CH:26]([CH2:25]5)[CH2:31]3)[CH2:29]4)[CH2:13][CH2:14]1)[CH2:8][CH:7]2[CH2:16][C:17]([O:19][CH2:20][CH3:21])=[O:18]. Reported procedure: The title compound was prepared from (±)-ethyl 2-(7-bromo-2,3-dihydrospiro[indene-1,4′-piperidine]-3-yl)acetate and 1-adamantyl isocyanate following a procedure analogous to that described in Example 57. LC-MS Method 1 tR=2.32 min, m/z=531; 1H NMR (CDCl3) δ=7.38 (d, 1H), 7.12-7.04 (m, 2H), 4.19 (q, 2H), 3.87 (m, 2H), 3.57 (m, 1H), 3.13-2.83 (m, 4H), 2.63 (dd, 1H), 2.44 (m, 2H), 1.42 (d, 2H), 1.29 (t, 3H). The reactants are CCCC[N+](CCCC)(CCCC)CCCC.[F-] (TBAF), nucleosides, halogen-lithium, C[O-] (methoxide), 1′-H, sugar, hemiacetal, [SiH](CC)(CC)CC.B(F)(F)F.CCOCC.C(Cl)Cl (Et3SiH BF3.Et2O CH2Cl2). Solvent: C(C)(=O)O (acetic acid). The product is C(C1=CC=CC=C1)O.CN(C)C=O (BnOH DMF), 12. RXN SMILES: [SiH]([CH2:6][CH3:7])(CC)CC.B(F)(F)F.C[CH2:13][O:14]CC.C(Cl)Cl.[CH3:20][CH2:21][CH2:22][CH2:23][N+:24](CCCC)(CCCC)[CH2:25]CCC.[F-].[CH3:38][O-:39]>C(O)(=O)C>[CH2:13]([OH:14])[C:7]1[CH:6]=[CH:23][CH:22]=[CH:21][CH:20]=1.[CH3:23][N:24]([CH:38]=[O:39])[CH3:25] |f:0.1.2.3,4.5,8.9|. Reported procedure: All three products exhibited sugar 1H NMR signals consistent with the hemiacetal structure. This result demonstrates the selectivity in lithiation of 7, but the formation of other products suggests that competing halogen-lithium exchange occurred, too. Deoxygenation of 8 using the same procedure as for reduction of 5 yielded, similarly as in the case of 5, an 1:1 mixture of α/β nucleosides in a low yield. On the other hand, acetylation of 8 proceeded in a quantitative yield to give 9 (only β-ano... The reactants are N1(CCCC1)CCOC1=CC=C(C=C1)C1=CC2=C(S1)C=CC=C2 (2-[4-[2-(1-pyrrolidinyl)ethoxy]phenyl]benzo[b]thiophene), [O-]S(=O)(=O)C(F)(F)F (triflate). The product is N1(CCCC1)CCOC1=CC=C(C=C1)C1=CC2=C(S1)C=CC(=C2)OS(=O)(=O)C(F)(F)F (4-[2-(1-Pyrrolidinyl)ethoxy]phenyl-5-(trifluoromethylsulfonyloxy)benzo[b]thiophene). Isolated yield 56.0%. RXN SMILES: [N:1]1([CH2:6][CH2:7][O:8][C:9]2[CH:14]=[CH:13][C:12]([C:15]3[S:19][C:18]4[CH:20]=[CH:21][CH:22]=[CH:23][C:17]=4[CH:16]=3)=[CH:11][CH:10]=2)[CH2:5][CH2:4][CH2:3][CH2:2]1.[O-:24][S:25]([C:28]([F:31])([F:30])[F:29])(=[O:27])=[O:26]>>[N:1]1([CH2:6][CH2:7][O:8][C:9]2[CH:14]=[CH:13][C:12]([C:15]3[S:19][C:18]4[CH:20]=[CH:21][C:22]([O:27][S:25]([C:28]([F:31])([F:30])[F:29])(=[O:26])=[O:24])=[CH:23][C:17]=4[CH:16]=3)=[CH:11][CH:10]=2)[CH2:5][CH2:4][CH2:3][CH2:2]1. Reported procedure: The title compound was prepared from 5-methoxy-[2-[4-[2-(1-pyrrolidinyl)ethoxy]phenyl]benzo[b]thiophene in 56% yield for 2 steps via demethylation previously described and triflate formation by a conventional method. Starting materials: N=1C=CN2C1C=C(C=C2)C(=O)OC (Methyl imidazo[1,2-a]pyridine-7-carboxylate), IN1C(CCC1=O)=O (N-iodosuccinimide), C([O-])([O-])=O.[Na+].[Na+] (sodium carbonate), S(=S)(=O)([O-])[O-].[Na+].[Na+] (sodium thiosulfate). The solvent is CN(C)C=O (DMF), O (water). Reaction conditions: time 2 hour. Product: IC1=CN=C2N1C=CC(=C2)C(=O)OC (Methyl 3-iodo-imidazo[1,2-a]pyridine-7-carboxylate). Yield: 72.0%. As a reaction SMILES: [N:1]1[CH:2]=[CH:3][N:4]2[CH:9]=[CH:8][C:7]([C:10]([O:12][CH3:13])=[O:11])=[CH:6][C:5]=12.[I:14]N1C(=O)CCC1=O.S([O-])([O-])(=O)=S.[Na+].[Na+].C(=O)([O-])[O-].[Na+].[Na+]>CN(C=O)C.O>[I:14][C:3]1[N:4]2[CH:9]=[CH:8][C:7]([C:10]([O:12][CH3:13])=[O:11])=[CH:6][C:5]2=[N:1][CH:2]=1 |f:2.3.4,5.6.7|. Procedure details: To a solution of Methyl imidazo[1,2-a]pyridine-7-carboxylate (3.8 g, 21.6 mmol, 1.0 equiv) in DMF (20 ml) was added N-iodosuccinimide (5.8 g, 26 mmol, 1.2 equiv) and the resulting mixture was stirred for 2 h at room temperature. The brown slurry was diluted with water, 10% w/v sodium thiosulfate and sodium carbonate (1M) and the resulting white solid was removed by filtration, washed with ether and dried to afford 4.7 g of product. MS: [M+H]+ 303; 1H NMR (400 MHz, Me-d3-OD): 8.44 (1H, d), 8.25 (... Reactants: FC(CCCOC1=CC=C(C=O)C=C1)(F)F (4-(4,4,4-Trifluorobutoxy)benzaldehyde), C[Si](C(F)(F)F)(C)C (trimethyl(trifluoromethyl)silane), Cl (HCl). Reagents/catalysts: [F-].[Cs+] (CsF). Run in CCOC(=O)C (EtOAc), COCCOC (DME). Reaction conditions: time 16 hour. Product: FC(C(O)C1=CC=C(C=C1)OCCCC(F)(F)F)(F)F (2,2,2-Trifluoro-1-(4-(4,4,4-trifluorobutoxy)phenyl)ethanol). The yield is 123.4%. Reaction SMILES: [F:1][C:2]([F:16])([F:15])[CH2:3][CH2:4][CH2:5][O:6][C:7]1[CH:14]=[CH:13][C:10]([CH:11]=[O:12])=[CH:9][CH:8]=1.C[Si](C)(C)[C:19]([F:22])([F:21])[F:20].Cl>COCCOC.CCOC(C)=O.[F-].[Cs+]>[F:20][C:19]([F:22])([F:21])[CH:11]([C:10]1[CH:13]=[CH:14][C:7]([O:6][CH2:5][CH2:4][CH2:3][C:2]([F:15])([F:16])[F:1])=[CH:8][CH:9]=1)[OH:12] |f:5.6|. Procedure details: To the solution of Intermediate 2A (26.7 g, 114 mmol) and trimethyl(trifluoromethyl)silane (16.9 g, 119 mmol) in anhydrous DME (112 mL) was added CsF (500 mg, 3.29 mmol). The reaction was stirred at rt for 16 h. To the mixture was added 4 N aq HCl (114 mL) and the reaction was stirred at rt for 2.5 h. The reaction was diluted with EtOAc (300 mL) and washed with water, sat'd aq NaHCO3, sat'd aq NaCl, dried over anhydrous MgSO4, filtered and concentrated to provide Intermediate 2B (42.5 g, 122%) a... The reactants are ClC=1C(=C(C(=C2CC(CC12)(C)CC)C)C)C1CC=C(C(C1)=O)C(CC)=O (5-(7-chloro-2-ethyl-2,4,5-trimethylindan-6-yl)-2-propionyl-cyclohex-2-en-1-one), C(C)(=O)[O-].[Na+] (sodium acetate), Cl.O(CC)N (ethoxylamine hydrochloride). Solvent: C(C)O (ethanol). Run at time 10 hour. Yields the product ClC=1C(=C(C(=C2CC(CC12)(C)CC)C)C)C1CC(=C(C(C1)=O)C(CC)=NOCC)O (5-(7-Chloro-2-ethyl-2,4,5-trimethylindan-6-yl)-2-[1-(ethoxyimino)propyl]-3-hydroxycyclohex-2-en-1-one). The yield is 78.9%. RXN SMILES: [Cl:1][C:2]1[C:3]([CH:16]2[CH2:21][C:20](=[O:22])[C:19]([C:23](=O)[CH2:24][CH3:25])=[CH:18][CH2:17]2)=[C:4]([CH3:15])[C:5]([CH3:14])=[C:6]2[C:10]=1[CH2:9][C:8]([CH2:12][CH3:13])([CH3:11])[CH2:7]2.C([O-])(=[O:29])C.[Na+].Cl.[O:33]([NH2:36])[CH2:34][CH3:35]>C(O)C>[Cl:1][C:2]1[C:3]([CH:16]2[CH2:21][C:20](=[O:22])[C:19]([C:23](=[N:36][O:33][CH2:34][CH3:35])[CH2:24][CH3:25])=[C:18]([OH:29])[CH2:17]2)=[C:4]([CH3:15])[C:5]([CH3:14])=[C:6]2[C:10]=1[CH2:9][C:8]([CH2:12][CH3:13])([CH3:11])[CH2:7]2 |f:1.2,3.4|. Procedure details: To a solution 0.37 g of the 5-(7-chloro-2-ethyl-2,4,5-trimethylindan-6-yl)-2-propionyl-cyclohex-2-en-1-one in 10 ml of ethanol was added 0.16 g of sodium acetate (NaOAc.3H2O) and 0.13 g of ethoxylamine hydrochloride. After stirring at room temperature for 10 hours, the reaction mixture extracted with diethyl ether. The combined organic layer was dried over anhydrous magnesium sulfate, filtered and evaporated under reduced pressure. The residue was purified by silica-gel column chromatography to ... The reactants are CC(=O)O[BH-](OC(C)=O)OC(C)=O, O=C([O-])O, CCn1cc(C=O)c(C)n1, CO, CC(=O)O, [Cl-], CC(Cl)Cl, OCc1ccc(-c2nccnc2N2CCNCC2)cc1, [NH4+], [Na+], [Na+]. Product: Cl, CCn1cc(CN2CCN(c3nccnc3-c3ccc(CO)cc3)CC2)c(C)n1. RXN SMILES: [C:31]([O:32][BH-:33]([O:34][C:35](=[O:36])[CH3:37])[O:38][C:39](=[O:40])[CH3:41])(=[O:42])[CH3:43].[C:51](=[O:52])([OH:53])[O-:54].[CH2:21]([CH3:22])[n:23]1[n:24][c:25]([CH3:30])[c:26]([CH:28]=[O:29])[cH:27]1.[CH3:56][OH:57].[CH3:58][C:59](=[O:60])[OH:61].[Cl-:45].[Cl:47][CH:48]([Cl:49])[CH3:50].[N:1]1([c:7]2[n:8][cH:9][cH:10][n:11][c:12]2-[c:13]2[cH:14][cH:15][c:16]([CH2:19][OH:20])[cH:17][cH:18]2)[CH2:2][CH2:3][NH:4][CH2:5][CH2:6]1.[NH4+:46].[Na+:44].[Na+:55]>>[ClH:45].[N:1]1([c:7]2[n:8][cH:9][cH:10][n:11][c:12]2-[c:13]2[cH:14][cH:15][c:16]([CH2:19][OH:20])[cH:17][cH:18]2)[CH2:2][CH2:3][N:4]([CH2:28][c:26]2[c:25]([CH3:30])[n:24][n:23]([CH2:21][CH3:22])[cH:27]2)[CH2:5][CH2:6]1.